Dataset: the Open Reaction Database (ORD), a public repository of structured organic reaction records. Task: describe an organic reaction: reactants, conditions, products, and yield Starting materials: CC(=O)O, O=C1OC(=O)C2CCCCC12, Nc1ccccc1, O. Yields the product O=C1C2CCCCC2C(=O)N1c1ccccc1. Reaction SMILES: [CH3:20][C:21](=[O:22])[OH:23].[CH:8]12[CH:9]([CH2:10][CH2:11][CH2:12][CH2:13]1)[C:14](=[O:15])[O:16][C:17]2=[O:18].[NH2:1][c:2]1[cH:3][cH:4][cH:5][cH:6][cH:7]1.[OH2:19]>>[N:1]1([c:2]2[cH:3][cH:4][cH:5][cH:6][cH:7]2)[C:14](=[O:15])[CH:9]2[CH:8]([CH2:13][CH2:12][CH2:11][CH2:10]2)[C:17]1=[O:16].